This data is from the Open Reaction Database (ORD), a public repository of structured organic reaction records. The task is: describe an organic reaction: reactants, conditions, products, and yield The reactants are C(C)OC(=O)C=1C=NN(C1)C1=NC2=C(N1COCCOC)C=C(C(=C2)SC=2C=C(C=CC2)C)Cl (1-[6-chloro-1-(2-methoxy-ethoxymethyl)-5-m-tolylsulfanyl-1H-benzoimidazol-2-yl]-1H-pyrazole-4-carboxylic acid ethyl ester), ClC=1C(=CC2=C(NC(=N2)N2N=CC(=C2)C(=O)O)C1)SC=1C=C(C=CC1)C (1-(6-chloro-5-m-tolylsulfanyl-1H-benzoimidazol-2-yl)-1H-pyrazole-4-carboxylic acid), product, OOS(=O)[O-].[K+] (Oxone), S(=S)(=O)([O-])[O-].[Na+].[Na+] (sodium thiosulfate). The solvent is O (water), CO (MeOH), ClCCl (Dichloromethane), C(=O)(O)[O-].[Na+] (NaHCO3). Conditions: temperature 23 celsius, time 16 hour. Product: C(C)OC(=O)C=1C=NN(C1)C1=NC2=C(N1COCCOC)C=C(C(=C2)S(=O)(=O)C=2C=C(C=CC2)C)Cl (1-[6-chloro-1-(2-methoxy-ethoxymethyl)-5-(toluene-3-sulfonyl)-1H-benzoimidazol-2-yl]-1H-pyrazole-4-carboxylic acid ethyl ester). Yield: 62.0%. As a reaction SMILES: [CH2:1]([O:3][C:4]([C:6]1[CH:7]=[N:8][N:9]([C:11]2[N:15]([CH2:16][O:17][CH2:18][CH2:19][O:20][CH3:21])[C:14]3[CH:22]=[C:23]([Cl:34])[C:24](SC4C=C(C)C=CC=4)=[CH:25][C:13]=3[N:12]=2)[CH:10]=1)=[O:5])[CH3:2].ClC1C(S[C:54]2[CH:55]=[C:56]([CH3:60])[CH:57]=[CH:58][CH:59]=2)=CC2N=C(N3C=C(C(O)=O)C=N3)NC=2C=1.O[O:62][S:63]([O-:65])=O.[K+].S([O-])([O-])(=O)=S.[Na+].[Na+]>C([O-])(O)=O.[Na+].ClCCl.O.CO>[CH2:1]([O:3][C:4]([C:6]1[CH:7]=[N:8][N:9]([C:11]2[N:15]([CH2:16][O:17][CH2:18][CH2:19][O:20][CH3:21])[C:14]3[CH:22]=[C:23]([Cl:34])[C:24]([S:63]([C:54]4[CH:55]=[C:56]([CH3:60])[CH:57]=[CH:58][CH:59]=4)(=[O:65])=[O:62])=[CH:25][C:13]=3[N:12]=2)[CH:10]=1)=[O:5])[CH3:2] |f:2.3,4.5.6,7.8|. Procedure: To a solution of 1-[6-chloro-1-(2-methoxy-ethoxymethyl)-5-m-tolylsulfanyl-1H-benzoimidazol-2-yl]-1H-pyrazole-4-carboxylic acid ethyl ester (Intermediate from EXAMPLE 60, product from Step F) (0.160 g, 0.319 mmol) and MeOH (1.6 mL) was added a solution of Oxone® (0.412 g, 0.671 mmol) and water (1.7 mL) at 23° C. The reaction mixture was stirred at 23° C. for 16 h. Dichloromethane (30 mL) was added followed by a solution of sodium thiosulfate (0.106 g, 0.670 mmol) in 80% saturated aq. NaHCO3 (30 m...